Dataset: the Open Reaction Database (ORD), a public repository of structured organic reaction records. Task: describe an organic reaction: reactants, conditions, products, and yield Reactants: C(C)(C)C1=CN=C(S1)NC([C@H](CCC)N)=O (2-(S)-amino-pentanoic acid (5-isopropyl-thiazol-2-yl)-amide), CC(=O)C1CC1 (cyclopropyl methyl ketone), C(C)(=O)O[BH-](OC(C)=O)OC(C)=O.[Na+] (sodium triacetoxyborohydride). Reagents/catalysts: C(C)(=O)O (acetic acid). Solvent: C(Cl)Cl (methylene chloride). Run at time 8 hour. Product: C(C)(C)C1=CN=C(S1)NC([C@H](CCC)NC(C)C1CC1)=O (2-(S)-(1-cyclopropyl-ethylamino)-pentanoic acid (5-isopropyl-thiazol-2-yl)-amide). As a reaction SMILES: [CH:1]([C:4]1[S:8][C:7]([NH:9][C:10](=[O:16])[C@@H:11]([NH2:15])[CH2:12][CH2:13][CH3:14])=[N:6][CH:5]=1)([CH3:3])[CH3:2].[CH3:17][C:18]([CH:20]1[CH2:22][CH2:21]1)=O.C(O[BH-](OC(=O)C)OC(=O)C)(=O)C.[Na+]>C(Cl)Cl.C(O)(=O)C>[CH:1]([C:4]1[S:8][C:7]([NH:9][C:10](=[O:16])[C@@H:11]([NH:15][CH:18]([CH:20]2[CH2:22][CH2:21]2)[CH3:17])[CH2:12][CH2:13][CH3:14])=[N:6][CH:5]=1)([CH3:2])[CH3:3] |f:2.3|. Reported procedure: A mixture of 2-(S)-amino-pentanoic acid (5-isopropyl-thiazol-2-yl)-amide (150 mg, 0.54 mmol) and cyclopropyl methyl ketone(45 mg, 0.54 mmol)in 10 mL of methylene chloride and 5 drops of acetic acid was treated with sodium triacetoxyborohydride (172 mg, 0.8 mmol) and stirred at room temperature overnight. The mixture was quenched with dilute ammonium hydroxide and extracted with methylene chloride. The organic layer was separated and concentrated to dryness. The residue was purified by HPLC to gi... Reactants: P(=O)([O-])([O-])[O-] (phosphate), C[C@@]1(O[C@@H]1CCC)CO ((2R,3R)-2-Methyl-3-propyloxiranemethanol), CCN(C(C)C)C(C)C (DIPEA), CC(C)(C)[Si](C)(C)Cl (TBSCl). Reagents/catalysts: CN(C)C=1C=CN=CC1 (DMAP). Solvent: petroleum ether, C(Cl)Cl (CH2Cl2). Product: [Si](C)(C)(C(C)(C)C)OC[C@]1(O[C@@H]1CCC)C ((2R,3R)-2-[(t-butyldimethylsilyloxy)methyl]-2-methyl-3-propyloxirane). Yield: 89.6%. RXN SMILES: [CH3:1][C@@:2]1([CH2:8][OH:9])[C@@H:4]([CH2:5][CH2:6][CH3:7])[O:3]1.CCN(C(C)C)C(C)C.[CH3:19][C:20]([Si:23](Cl)([CH3:25])[CH3:24])([CH3:22])[CH3:21].P([O-])([O-])([O-])=O>C(Cl)Cl.CN(C1C=CN=CC=1)C>[Si:23]([O:9][CH2:8][C@:2]1([CH3:1])[C@@H:4]([CH2:5][CH2:6][CH3:7])[O:3]1)([C:20]([CH3:22])([CH3:21])[CH3:19])([CH3:25])[CH3:24]. Procedure details: Alcohol 3 (51.1 mg, 0.3925 mmol) in 3 ml of CH2Cl2 was treated successively with DIPEA (102 μl, 0.5888 mmol, 1.5 eq), DMAP (1 crystal), and TBSCl (77 mg, 0.5103 mmol, 1.3 eq) and refluxed for 12 h. The solution was poured onto 20 ml of 0.2M pH 7 phosphate buffer and 30 ml of low boiling petroleum ether, shaken, and separated. The aqueous phase was extracted with petroleum ether (3×10 ml), washed with pH 7 buffer (1×10 ml), H2O (1×5 ml), brine (1×5 ml), dried over MgSO4, and concentrated to give ... Reactants: CC(C)=C (isobutylene), P(O)(O)(O)=O (phosphoric acid), C1=CC(=CC=C1O)C (p-cresol), C(C)(C)(C)C1=CC(=CC=C1O)C (mono-tert-butyl-p-cresol). Yields the product C(C)(C)(C)C1=CC(=CC(=C1O)C(C)(C)C)C (2,6-di-tert-butyl-p-cresol). RXN SMILES: [CH3:1][C:2](=[CH2:4])[CH3:3].P(=O)(O)(O)O.C1C(O)=CC=C(C)C=1.[C:18]([C:22]1[C:27]([OH:28])=[CH:26][CH:25]=[C:24]([CH3:29])[CH:23]=1)([CH3:21])([CH3:20])[CH3:19]>>[C:2]([C:26]1[C:27]([OH:28])=[C:22]([C:18]([CH3:20])([CH3:19])[CH3:21])[CH:23]=[C:24]([CH3:29])[CH:25]=1)([CH3:3])([CH3:1])[CH3:4]. Reported procedure: Approximately 1000 grams of the above described steam distilled reaction mixture was realkylated in a suitable reactor, by the addition of about 270 grams of isobutylene in the presence of a small amount of phosphoric acid and at a temperature of around 60°C, whereby practically all of the p-cresol in said mixture and around 90% of the mono-tert-butyl-p-cresol were realkylated to form additional 2,6-di-tert-butyl-p-cresol, thus producing a reacted mixture showing the following analysis: Starting materials: CP(OC)(OC)=O (dimethyl methylphosphonate), CC(C(=O)OC)(CCCC)C (methyl 2,2-dimethylhexanoate), P([O-])([O-])=O (phosphonate), C(CCC)[Li] (n-butyllithium). Solvent: O1CCCC1 (tetrahydrofuran), CCCCCC (hexane), O1CCCC1 (tetrahydrofuran). Reaction conditions: time 5 minute. Product: O=C(CP(OC)(OC)=O)C(CCCC)(C)C (dimethyl 2-oxo-3,3-dimethylheptylphosphonate). Reaction SMILES: [CH3:1][P:2](=[O:7])([O:5][CH3:6])[O:3][CH3:4].P(=O)([O-])[O-].C([Li])CCC.[CH3:17][C:18]([CH3:27])([CH2:23][CH2:24][CH2:25][CH3:26])[C:19](OC)=[O:20]>CCCCCC.O1CCCC1>[O:20]=[C:19]([C:18]([CH3:27])([CH3:17])[CH2:23][CH2:24][CH2:25][CH3:26])[CH2:1][P:2](=[O:7])([O:5][CH3:6])[O:3][CH3:4]. Procedure details: A solution of 18.4 g. (0.116 moles) dimethyl methylphosphonate (Aldrich) in 200 ml. dry tetrahydrofuran is cooled to -78° in a dry nitrogen at atmosphere. To the stirred phosphonate solution is added 67.3 ml. (127.8 mmoles) of 1.90 M n-butyllithium in hexane solution (Alfa Inorganics, Inc.) dropwise over a period of 40 minutes at such a rate that the reaction temperature never rose above -65°. After an additional 5 minutes stirring at -78°, 10.2 g. (58.1 mmoles) methyl 2,2-dimethylhexanoate in 1... Reactants: [Li]CCCC, Cc1ccsc1C(=O)O, Cl, CI, C1CCOC1, O. Product: Cc1cc(C)c(C(=O)O)s1. RXN SMILES: [CH2:10]([Li:11])[CH2:12][CH2:13][CH3:14].[CH3:1][c:2]1[c:3]([C:7](=[O:8])[OH:9])[s:4][cH:5][cH:6]1.[ClH:17].[I:15][CH3:16].[O:18]1[CH2:19][CH2:20][CH2:21][CH2:22]1.[OH2:23]>>[CH3:1][c:2]1[c:3]([C:7](=[O:8])[OH:9])[s:4][c:5]([CH3:10])[cH:6]1. Reactants: O=C([O-])O, CC(C)CCON=O, CC#N, [Cs+], I[Cu]I, [I-], I, I, Nc1ccc2c(c1)C(=O)NC2=O, [Na+]. The product is O=C1NC(=O)c2cc(I)ccc21. As a reaction SMILES: [C:25](=[O:26])([OH:27])[O-:28].[CH3:17][CH:18]([CH2:19][CH2:20][O:21][N:22]=[O:23])[CH3:24].[CH3:30][C:31]#[N:32].[Cs+:14].[Cu:33]([I:34])[I:35].[I-:13].[I:15].[IH:16].[NH2:1][c:2]1[cH:3][c:4]2[c:5]([cH:11][cH:12]1)[C:6](=[O:7])[NH:8][C:9]2=[O:10].[Na+:29]>>[c:2]1([I:13])[cH:3][c:4]2[c:5]([cH:11][cH:12]1)[C:6](=[O:7])[NH:8][C:9]2=[O:10]. Starting materials: NC=1C(=C(C=CC1)NS(=O)(=O)C)C (N-(3-amino-2-methylphenyl)methanesulfonamide), C(C1=CC=CC=C1)=O (benzaldehyde). Product: C(C1=CC=CC=C1)NC=1C(=C(C=CC1)NS(=O)(=O)C)C (N-[3-(benzylamino)-2-methylphenyl]methanesulfonamide). Reaction SMILES: [NH2:1][C:2]1[C:3]([CH3:13])=[C:4]([NH:8][S:9]([CH3:12])(=[O:11])=[O:10])[CH:5]=[CH:6][CH:7]=1.[CH:14](=O)[C:15]1[CH:20]=[CH:19][CH:18]=[CH:17][CH:16]=1>>[CH2:14]([NH:1][C:2]1[C:3]([CH3:13])=[C:4]([NH:8][S:9]([CH3:12])(=[O:11])=[O:10])[CH:5]=[CH:6][CH:7]=1)[C:15]1[CH:20]=[CH:19][CH:18]=[CH:17][CH:16]=1. Reported procedure: The product from Example 1B and benzaldehyde were processed as described in Example 1C to provide the title compound.